This data is from the Open Reaction Database (ORD), a public repository of structured organic reaction records. The task is: describe an organic reaction: reactants, conditions, products, and yield Starting materials: O=C(O)c1cccc([N+](=O)[O-])c1Br, C1CCOC1, CCOC(C)=O, NC1CC1. The product is O=C(O)c1cccc([N+](=O)[O-])c1NC1CC1. As a reaction SMILES: [Br:1][c:2]1[c:3]([C:4](=[O:5])[OH:6])[cH:7][cH:8][cH:9][c:10]1[N+:11](=[O:12])[O-:13].[CH2:18]1[O:19][CH2:20][CH2:21][CH2:22]1.[CH3:23][CH2:24][O:25][C:26]([CH3:27])=[O:28].[CH:14]1([NH2:17])[CH2:15][CH2:16]1>>[c:2]1([NH:17][CH:14]2[CH2:15][CH2:16]2)[c:3]([C:4](=[O:5])[OH:6])[cH:7][cH:8][cH:9][c:10]1[N+:11](=[O:12])[O-:13]. The reactants are O[C@@H]1CC[C@H](CC1)C(=O)N(C)OC (trans-4-hydroxy-N-methoxy-N-methylcyclohexanecarboxamide), N1C=NC=C1 (imidazole), C(C)(C)(C)[Si](Cl)(C)C (tert-butyldimethylchlorosilane). The solvent is CN(C=O)C (N,N-dimethylformamide). Run at time 1.5 hour. Product: [Si](C)(C)(C(C)(C)C)O[C@@H]1CC[C@H](CC1)C(=O)N(C)OC (trans-4-{[tert-butyl(dimethyl)silyl]oxy}-N-methoxy-N-methylcyclohexanecarboxamide). Yield: 76.5%. RXN SMILES: [OH:1][C@H:2]1[CH2:7][CH2:6][C@H:5]([C:8]([N:10]([O:12][CH3:13])[CH3:11])=[O:9])[CH2:4][CH2:3]1.N1C=CN=C1.[C:19]([Si:23]([CH3:26])([CH3:25])Cl)([CH3:22])([CH3:21])[CH3:20]>CN(C)C=O>[Si:23]([O:1][C@H:2]1[CH2:7][CH2:6][C@H:5]([C:8]([N:10]([O:12][CH3:13])[CH3:11])=[O:9])[CH2:4][CH2:3]1)([C:19]([CH3:22])([CH3:21])[CH3:20])([CH3:26])[CH3:25]. Reported procedure: To a solution in N,N-dimethylformamide (91 mL) of the compound (8.52 g) obtained in step (1) above, imidazole (4.03 g) and tert-butyldimethylchlorosilane (6.86 g) were added and the mixture was stirred at room temperature for 1.5 hours. The reaction mixture was concentrated under reduced pressure and water was added to the resulting residue. After extraction with ethyl acetate, the combined organic layers were washed with water and saturated brine. The washed organic layers were dried over anhyd... Reactants: CC1(Cn2cc([N+](=O)[O-])nc2Br)CO1, CCOC(C)O, CCN(C(C)C)C(C)C, CC(=O)NCC1CN(c2ccc(-c3ccc(N4CCNCC4)nc3)c(F)c2)C(=O)O1. Product: CC(=O)NCC1CN(c2ccc(-c3ccc(N4CCN(CC5(C)Cn6cc([N+](=O)[O-])nc6O5)CC4)nc3)c(F)c2)C(=O)O1. Reaction SMILES: [Br:31][c:32]1[n:33]([CH2:40][C:41]2([CH3:44])[O:42][CH2:43]2)[cH:34][c:35]([N+:37](=[O:38])[O-:39])[n:36]1.[CH2:54]([O:55][CH:56]([OH:57])[CH3:58])[CH3:59].[CH:45]([N:46]([CH:47]([CH3:48])[CH3:49])[CH2:50][CH3:51])([CH3:52])[CH3:53].[F:1][c:2]1[cH:3][c:4]([N:20]2[C:21](=[O:30])[O:22][CH:23]([CH2:25][NH:26][C:27]([CH3:28])=[O:29])[CH2:24]2)[cH:5][cH:6][c:7]1-[c:8]1[cH:9][n:10][c:11]([N:14]2[CH2:15][CH2:16][NH:17][CH2:18][CH2:19]2)[cH:12][cH:13]1>>[F:1][c:2]1[cH:3][c:4]([N:20]2[C:21](=[O:30])[O:22][CH:23]([CH2:25][NH:26][C:27]([CH3:28])=[O:29])[CH2:24]2)[cH:5][cH:6][c:7]1-[c:8]1[cH:9][n:10][c:11]([N:14]2[CH2:15][CH2:16][N:17]([CH2:43][C:41]3([CH3:44])[CH2:40][n:33]4[c:32]([n:36][c:35]([N+:37](=[O:38])[O-:39])[cH:34]4)[O:42]3)[CH2:18][CH2:19]2)[cH:12][cH:13]1. Starting materials: C(C=C)(=O)O (Acrylic acid), C(C=C)(=O)N (acrylamide), substituted aryl iodide, acid chloride, C(C(=O)Cl)(=O)Cl (oxalyl chloride), acid chloride, NC1=CC=CC=C1 (aniline). Reagents/catalysts: [Pd] (palladium). The product is C1=CC=C(C=C1)/C=C/C(=O)N (cinnamide). RXN SMILES: C(O)(=O)C=C.C(Cl)(=O)C(Cl)=O.N[C:13]1[CH:18]=[CH:17][CH:16]=[CH:15][CH:14]=1.[C:19]([NH2:23])(=[O:22])[CH:20]=[CH2:21]>[Pd]>[CH:16]1[CH:17]=[CH:18][C:13](/[CH:21]=[CH:20]/[C:19]([NH2:23])=[O:22])=[CH:14][CH:15]=1. Reported procedure: Acrylic acid vii is converted to the acid chloride with oxalyl chloride, and the resulting acid chloride is reacted with an aniline in the presence of base. The resulting acrylamide viii is then reacted with an appropriately substituted aryl iodide ix in the presence of a palladium catalyst and a base to give the cinnamide vi. Reactants: CC(C)(C)OC(=O)N1CCC2(CC(C#Cc3cccc(Cl)c3)=NO2)C1, C(#Cc1ccccc1)C1=NOC2(CCNCC2)C1. Product: Clc1cccc(C#CC2=NOC3(CCNC3)C2)c1. Reaction SMILES: [Cl:19][c:20]1[cH:21][c:22]([C:26]#[C:27][C:28]2=[N:29][O:30][C:31]3([CH2:32]2)[CH2:33][N:34]([C:37]([O:38][C:39]([CH3:40])([CH3:41])[CH3:42])=[O:43])[CH2:35][CH2:36]3)[cH:23][cH:24][cH:25]1.[c:1]1([C:2]#[C:3][C:4]2=[N:13][O:12][C:6]3([CH2:5]2)[CH2:7][CH2:8][NH:9][CH2:10][CH2:11]3)[cH:14][cH:15][cH:16][cH:17][cH:18]1>>[Cl:19][c:20]1[cH:21][c:22]([C:26]#[C:27][C:28]2=[N:29][O:30][C:31]3([CH2:32]2)[CH2:33][NH:34][CH2:35][CH2:36]3)[cH:23][cH:24][cH:25]1. The reactants are N([C@@H](CC=1C(=CC(=CC1)O)F)C(=O)N([C@@H](C(C)C)C(=O)N([C@@H](CC1=CC(=C(C=C1)O)C(C)(C)C)C(=O)N)C)C)C(=O)OC(C)(C)C (Boc-Tyr(2-F)-N-Me-Val-N-Me-Tyr(3-tBu)-NH2). Solvent: C(Cl)Cl (methylene chloride), C(=O)(C(F)(F)F)O (TFA). Conditions: time 15 minute. Product: N[C@@H](CC=1C(=CC(=CC1)O)F)C(=O)N([C@@H](C(C)C)C(=O)N([C@@H](CC1=CC(=C(C=C1)O)C(C)(C)C)C(=O)N)C)C (Tyr(2-F)-N-Me-Val-N-Me-Tyr(3-tBu)-NH2). The yield is 97.4%. As a reaction SMILES: [NH:1](C(OC(C)(C)C)=O)[C@H:2]([C:12]([N:14]([CH3:39])[C@H:15]([C:19]([N:21]([CH3:38])[C@H:22]([C:35]([NH2:37])=[O:36])[CH2:23][C:24]1[CH:29]=[CH:28][C:27]([OH:30])=[C:26]([C:31]([CH3:34])([CH3:33])[CH3:32])[CH:25]=1)=[O:20])[CH:16]([CH3:18])[CH3:17])=[O:13])[CH2:3][C:4]1[C:5]([F:11])=[CH:6][C:7]([OH:10])=[CH:8][CH:9]=1>C(Cl)Cl.C(O)(C(F)(F)F)=O>[NH2:1][C@H:2]([C:12]([N:14]([CH3:39])[C@H:15]([C:19]([N:21]([CH3:38])[C@H:22]([C:35]([NH2:37])=[O:36])[CH2:23][C:24]1[CH:29]=[CH:28][C:27]([OH:30])=[C:26]([C:31]([CH3:32])([CH3:34])[CH3:33])[CH:25]=1)=[O:20])[CH:16]([CH3:18])[CH3:17])=[O:13])[CH2:3][C:4]1[C:5]([F:11])=[CH:6][C:7]([OH:10])=[CH:8][CH:9]=1. Reported procedure: To a solution of Boc-Tyr(2-F)-N-Me-Val-N-Me-Tyr(3-tBu)-NH2 (0.21 g, 0.326 mmol) in methylene chloride (3 ml), TFA (1.5 ml) was added and stirred for 15 min. The reaction mixture was concentrated under reduced pressure, mixed with a saturated aqueous NaHCO3 solution, and extracted with chloroform. The organic layer was dried over anhydrous magnesium sulfate. The resultant was evaporated to remove the solvent under reduced pressure, giving the titled compound (173 mg, 82%). Starting materials: CC(C)(C)OC(=O)N1CCC(Oc2cccc(F)c2)CC1, CC(C)(C)OC(=O)N1CCC(O)CC1, N#Cc1ccc(O)cc1. Product: CC(C)(C)OC(=O)N1CCC(Oc2ccc(C#N)cc2)CC1. RXN SMILES: [F:24][c:25]1[cH:26][c:27]([O:28][CH:29]2[CH2:30][CH2:31][N:32]([C:33]([O:34][C:35]([CH3:36])([CH3:37])[CH3:38])=[O:39])[CH2:40][CH2:41]2)[cH:42][cH:43][cH:44]1.[OH:10][CH:11]1[CH2:12][CH2:13][N:14]([C:17](=[O:18])[O:19][C:20]([CH3:21])([CH3:22])[CH3:23])[CH2:15][CH2:16]1.[OH:1][c:2]1[cH:3][cH:4][c:5]([C:8]#[N:9])[cH:6][cH:7]1>>[O:1]([c:2]1[cH:3][cH:4][c:5]([C:8]#[N:9])[cH:6][cH:7]1)[CH:11]1[CH2:12][CH2:13][N:14]([C:17](=[O:18])[O:19][C:20]([CH3:21])([CH3:22])[CH3:23])[CH2:15][CH2:16]1.